This data is from the Open Reaction Database (ORD), a public repository of structured organic reaction records. The task is: describe an organic reaction: reactants, conditions, products, and yield Reactants: FC=1C=C(C=CC1C(F)(F)F)C1=NC=2N(C(=C1)C(F)(F)F)N=CC2C(=O)O (5-(3-fluoro-4-trifluoromethyl-phenyl)-7-trifluoromethyl-pyrazolo[1,5-a]pyrimidine-3-carboxylic acid), NC=1C=C(C=CC1)S(=O)(=O)NC(CO)(C)C (3-amino-N-(2-hydroxy-1,1-dimethyl-ethyl)-benzenesulfonamide). Yields the product OCC(C)(C)NS(=O)(=O)C=1C=C(C=CC1)NC(=O)C=1C=NN2C1N=C(C=C2C(F)(F)F)C2=CC(=C(C=C2)C(F)(F)F)F (5-(3-Fluoro-4-trifluoromethyl-phenyl)-7-trifluoromethyl-pyrazolo[1,5-a]pyrimidine-3-carboxylic acid[3-(2-hydroxy-1,1-dimethyl-ethylsulfamoyl)-phenyl]-amide). Reaction SMILES: [F:1][C:2]1[CH:3]=[C:4]([C:12]2[CH:17]=[C:16]([C:18]([F:21])([F:20])[F:19])[N:15]3[N:22]=[CH:23][C:24]([C:25]([OH:27])=O)=[C:14]3[N:13]=2)[CH:5]=[CH:6][C:7]=1[C:8]([F:11])([F:10])[F:9].[NH2:28][C:29]1[CH:30]=[C:31]([S:35]([NH:38][C:39]([CH3:43])([CH3:42])[CH2:40][OH:41])(=[O:37])=[O:36])[CH:32]=[CH:33][CH:34]=1>>[OH:41][CH2:40][C:39]([NH:38][S:35]([C:31]1[CH:30]=[C:29]([NH:28][C:25]([C:24]2[CH:23]=[N:22][N:15]3[C:16]([C:18]([F:19])([F:20])[F:21])=[CH:17][C:12]([C:4]4[CH:5]=[CH:6][C:7]([C:8]([F:9])([F:11])[F:10])=[C:2]([F:1])[CH:3]=4)=[N:13][C:14]=23)=[O:27])[CH:34]=[CH:33][CH:32]=1)(=[O:37])=[O:36])([CH3:43])[CH3:42]. Procedure: The title compound was prepared from 5-(3-fluoro-4-trifluoromethyl-phenyl)-7-trifluoromethyl-pyrazolo[1,5-a]pyrimidine-3-carboxylic acid (example C.18) and 3-amino-N-(2-hydroxy-1,1-dimethyl-ethyl)-benzenesulfonamide (example B.8) according to general procedure II. Light yellow solid. MS (ISP) 620.3 [(M+H+]; mp 221° C. Starting materials: C1(=CC=CC=C1)P(C1=CC=CC=C1)C1=CC=CC=C1 (triphenylphosphine), di-terbutylazodicarboxylate, BrC1=C2C=NC(=NC2=C(C=C1)O)Cl (5-bromo-2-chloroquinazolin-8-ol), C(C)(C)(C)OC(=O)N1CCC(CC1)O (tert.butyl-4-hydroxypiperidine-1-carboxylate). Solvent: C1CCOC1 (THF). Reaction conditions: time 15 minute. Yields the product BrC1=C2C=NC(=NC2=C(C=C1)OC1CCN(CC1)C(=O)OC(C)(C)C)Cl (tert-butyl 4-(5-bromo-2-chloroquinazolin-8-yloxy)piperidine-1-carboxylate). Yield: 90.0%. RXN SMILES: C1(P(C2C=CC=CC=2)C2C=CC=CC=2)C=CC=CC=1.[C:20]([O:24][C:25]([N:27]1[CH2:32][CH2:31][CH:30]([OH:33])[CH2:29][CH2:28]1)=[O:26])([CH3:23])([CH3:22])[CH3:21].[Br:34][C:35]1[CH:44]=[CH:43][C:42](O)=[C:41]2[C:36]=1[CH:37]=[N:38][C:39]([Cl:46])=[N:40]2>C1COCC1>[Br:34][C:35]1[CH:44]=[CH:43][C:42]([O:33][CH:30]2[CH2:31][CH2:32][N:27]([C:25]([O:24][C:20]([CH3:23])([CH3:21])[CH3:22])=[O:26])[CH2:28][CH2:29]2)=[C:41]2[C:36]=1[CH:37]=[N:38][C:39]([Cl:46])=[N:40]2. Procedure: To a solution of triphenylphosphine (2 eq) in THF was added di-terbutylazodicarboxylate (2 eq). The mixture was stirred 15 minutes at ambient temperature under nitrogen atmosphere. To that was added tert.butyl-4-hydroxypiperidine-1-carboxylate (5 eq). The mixture was stirred 15 minutes at ambient temperature followed by addition of 5-bromo-2-chloroquinazolin-8-ol (1 eq). The mixture was stirred overnight at ambient temperature. The reaction mixture was concentrated and the residue was purified b...